Dataset: the Open Reaction Database (ORD), a public repository of structured organic reaction records. Task: describe an organic reaction: reactants, conditions, products, and yield Starting materials: C(C)(C)(C)OC(=O)N1C(C=C(C2=CC(=CC=C12)C1=C(C=CC=C1)OC)C(C)O)(C)C.COC1=C(C=CC=C1)C=1C=C2C(=CC(NC2=CC1)(C)C)C(C)OCCCC1=CC=CC=C1 (6-(2-Methoxyphenyl)-2,2-dimethyl-4-[1-(3-phenylpropoxy)ethyl]-1,2-dihydroquinoline 4-(1-Hydroxyethyl)-6-(2-methoxyphenyl)-2,2-dimethyl-2H-quinoline-1-carboxylic acid tert-butyl ester), solution, C[Si](C)(C)[N-][Si](C)(C)C.[Na+] (sodium bis(trimethylsilyl)amide). Run in CS(=O)C (DMSO), C1CCOC1 (THF), BrCCCC1=CC=CC=C1 (1-bromo-3-phenylpropane). Yields the product C(\C=C\C)OC(C)C1=CC(NC2=CC=C(C=C12)C1=C(C=CC=C1)OC)(C)C (4-{1-[((E)-but-2-enyl)oxy]ethyl}-6-(2-methoxyphenyl)-2,2-dimethyl-2H-quinoline). The yield is 61.5%. As a reaction SMILES: C(OC(N1C2C(=CC(C3C=CC=CC=3OC)=CC=2)C(C(O)C)=CC1(C)C)=O)(C)(C)C.[CH3:31][O:32][C:33]1[CH:38]=[CH:37][CH:36]=[CH:35][C:34]=1[C:39]1[CH:40]=[C:41]2[C:46](=[CH:47][CH:48]=1)[NH:45][C:44]([CH3:50])([CH3:49])[CH:43]=[C:42]2[CH:51]([O:53][CH2:54][CH2:55][CH2:56][C:57]1C=CC=CC=1)[CH3:52].C[Si]([N-][Si](C)(C)C)(C)C.[Na+]>CS(C)=O.C1COCC1.BrCCCC1C=CC=CC=1>[CH2:54]([O:53][CH:51]([C:42]1[C:41]2[C:46](=[CH:47][CH:48]=[C:39]([C:34]3[CH:35]=[CH:36][CH:37]=[CH:38][C:33]=3[O:32][CH3:31])[CH:40]=2)[NH:45][C:44]([CH3:50])([CH3:49])[CH:43]=1)[CH3:52])/[CH:55]=[CH:56]/[CH3:57] |f:0.1,2.3|. Procedure: 6-(2-Methoxyphenyl)-2,2-dimethyl-4-[1-(3-phenylpropoxy)ethyl]-1,2-dihydroquinoline 4-(1-Hydroxyethyl)-6-(2-methoxyphenyl)-2,2-dimethyl-2H-quinoline-1-carboxylic acid tert-butyl ester (116 mg) in 2 mL of DMSO was treated with 334 μL of 1 M solution of sodium bis(trimethylsilyl)amide in THF and 52 μL of 1-bromo-3-phenylpropane to give the alkylated product, which was then deprotected (as above) to yield 31 mg of the title compound as an oil.